Dataset: the Open Reaction Database (ORD), a public repository of structured organic reaction records. Task: describe an organic reaction: reactants, conditions, products, and yield The reactants are C(C1=CC=CC=C1)N1[C@@H](C[C@H](C1)O[Si](C)(C)C(C)(C)C)C=O ((2S,4R)-1-benzyl-2-formyl-4-(t-butyldimethylsilyloxy)pyrrolidine), CC(C)([O-])C.[K+] (potassium t-butoxide), O (water), C(C)(=O)OCC (ethyl acetate). Reagents/catalysts: [Br-].C[P+](C1=CC=CC=C1)(C1=CC=CC=C1)C1=CC=CC=C1 (methyltriphenylphosphonium bromide). The solvent is C1(=CC=CC=C1)C (toluene), CCCCCC (n-hexane). The product is C(C1=CC=CC=C1)N1[C@@H](C[C@H](C1)O[Si](C)(C)C(C)(C)C)C=C ((2S,4R)-1-benzyl-2-vinyl-4-(t-butyldimethylsilyloxy)pyrrolidine). The yield is 83.7%. As a reaction SMILES: [CH3:1]C(C)([O-])C.[K+].[CH2:7]([N:14]1[CH2:18][C@H:17]([O:19][Si:20]([C:23]([CH3:26])([CH3:25])[CH3:24])([CH3:22])[CH3:21])[CH2:16][C@H:15]1[CH:27]=O)[C:8]1[CH:13]=[CH:12][CH:11]=[CH:10][CH:9]=1.O.C(OCC)(=O)C>[Br-].C[P+](C1C=CC=CC=1)(C1C=CC=CC=1)C1C=CC=CC=1.C1(C)C=CC=CC=1.CCCCCC>[CH2:7]([N:14]1[CH2:18][C@H:17]([O:19][Si:20]([C:23]([CH3:26])([CH3:25])[CH3:24])([CH3:22])[CH3:21])[CH2:16][C@H:15]1[CH:27]=[CH2:1])[C:8]1[CH:13]=[CH:12][CH:11]=[CH:10][CH:9]=1 |f:0.1,5.6|. Procedure details: To a suspension of methyltriphenylphosphonium bromide (1.07 g) was portionwise added potassium t-butoxide (337 mg) with stirring under ice-cooling. The mixture was stirred at ambient temperature for 2 hours. To the solution cooled on ice-bath was added dropwise (2S,4R)-1-benzyl-2-formyl-4-(t-butyldimethylsilyloxy)pyrrolidine (0.92 g) in toluene (2 ml) and the mixture was stirred at the same temperature for 1 hour. The reaction mixture was poured into a mixture of water (10 ml) and ethyl acetate ... Starting materials: O1CCOC2=C1C=CC(=C2)CN(C(OC(C)(C)C)=O)C2CCN(CC2)CCN2C(C=CC1=C(C=C(C=C21)OC)CO)=O (tert-butyl (2,3-dihydro-1,4-benzodioxin-6-ylmethyl)(1-(2-(5-hydroxymethyl-7-methoxy-2-oxoquinolin-1(2H)-yl)ethyl)piperidin-4-yl)carbamate), Cl.C(C)(=O)OCC (hydrogen chloride ethyl acetate). Run in C(C)(=O)OCC (ethyl acetate). The product is Cl.O1CCOC2=C1C=CC(=C2)CNC2CCN(CC2)CCN2C(C=CC1=C(C=C(C=C21)OC)CO)=O (1-(2-(4-((2,3-dihydro-1,4-benzodioxin-6-ylmethyl)amino)piperidin-1-yl)ethyl)-5-hydroxymethyl-7-methoxyquinolin-2(1H)-one hydrochloride). RXN SMILES: [O:1]1[C:6]2[CH:7]=[CH:8][C:9]([CH2:11][N:12]([CH:20]3[CH2:25][CH2:24][N:23]([CH2:26][CH2:27][N:28]4[C:37]5[C:32](=[C:33]([CH2:40][OH:41])[CH:34]=[C:35]([O:38][CH3:39])[CH:36]=5)[CH:31]=[CH:30][C:29]4=[O:42])[CH2:22][CH2:21]3)C(=O)OC(C)(C)C)=[CH:10][C:5]=2[O:4][CH2:3][CH2:2]1.[ClH:43].C(OCC)(=O)C>C(OCC)(=O)C>[ClH:43].[O:1]1[C:6]2[CH:7]=[CH:8][C:9]([CH2:11][NH:12][CH:20]3[CH2:25][CH2:24][N:23]([CH2:26][CH2:27][N:28]4[C:37]5[C:32](=[C:33]([CH2:40][OH:41])[CH:34]=[C:35]([O:38][CH3:39])[CH:36]=5)[CH:31]=[CH:30][C:29]4=[O:42])[CH2:22][CH2:21]3)=[CH:10][C:5]=2[O:4][CH2:3][CH2:2]1 |f:1.2,4.5|. Procedure details: To 10 mL of an ethyl acetate solution containing 220 mg of tert-butyl (2,3-dihydro-1,4-benzodioxin-6-ylmethyl)(1-(2-(5-hydroxymethyl-7-methoxy-2-oxoquinolin-1(2H)-yl)ethyl)piperidin-4-yl)carbamate, 5 mL of 4 mol/L hydrogen chloride/ethyl acetate was added and stirred at room temperature. The resulting solid was filtered, 5 mL of 4 mol/L hydrochloric acid was added and stirred at room temperature. To the reaction mixture, methanol was added, and the solvent was removed under reduced pressure to g... The reactants are CCC(COS(=O)(=O)c1ccc(C)cc1)Oc1ccc(COc2cnn(C(C)(C)C)c(=O)c2Cl)cc1, CC#N, [F-], [K+]. Product: CCC(CF)Oc1ccc(COc2cnn(C(C)(C)C)c(=O)c2Cl)cc1. Reaction SMILES: [C:1]([CH3:2])([CH3:3])([CH3:4])[n:5]1[n:6][cH:7][c:8]([O:13][CH2:14][c:15]2[cH:16][cH:17][c:18]([O:21][CH:22]([CH2:23][O:24][S:25]([c:26]3[cH:27][cH:28][c:29]([CH3:30])[cH:31][cH:32]3)(=[O:33])=[O:34])[CH2:35][CH3:36])[cH:19][cH:20]2)[c:9]([Cl:12])[c:10]1=[O:11].[CH3:39][C:40]#[N:41].[F-:37].[K+:38]>>[C:1]([CH3:2])([CH3:3])([CH3:4])[n:5]1[n:6][cH:7][c:8]([O:13][CH2:14][c:15]2[cH:16][cH:17][c:18]([O:21][CH:22]([CH2:23][F:37])[CH2:35][CH3:36])[cH:19][cH:20]2)[c:9]([Cl:12])[c:10]1=[O:11].